This data is from the Open Reaction Database (ORD), a public repository of structured organic reaction records. The task is: describe an organic reaction: reactants, conditions, products, and yield Reactants: [BH4-], CCOC(=O)Cl, O=C(NC12CCC(C(=O)O)(CC1)CC2)OCc1ccccc1, CN1CCOCC1, CO, [Na+], C1CCOC1. Product: O=C(NC12CCC(CO)(CC1)CC2)OCc1ccccc1. RXN SMILES: [BH4-:36].[C:30]([Cl:31])(=[O:32])[O:33][CH2:34][CH3:35].[CH2:1]([c:2]1[cH:3][cH:4][cH:5][cH:6][cH:7]1)[O:8][C:9](=[O:10])[NH:11][C:12]12[CH2:13][CH2:14][C:15]([C:20](=[O:21])[OH:22])([CH2:16][CH2:17]1)[CH2:18][CH2:19]2.[CH3:23][N:24]1[CH2:25][CH2:26][O:27][CH2:28][CH2:29]1.[CH3:43][OH:44].[Na+:37].[O:38]1[CH2:39][CH2:40][CH2:41][CH2:42]1>>[CH2:1]([c:2]1[cH:3][cH:4][cH:5][cH:6][cH:7]1)[O:8][C:9](=[O:10])[NH:11][C:12]12[CH2:13][CH2:14][C:15]([CH2:20][OH:21])([CH2:16][CH2:17]1)[CH2:18][CH2:19]2. Starting materials: Cc1ccc(F)cc1OCc1c(Br)ccc2c1N(C)C(=O)C(C)(C)N2, COc1cc(OC(F)(F)F)ccc1B(O)O, CCOC(C)=O, CN(C)C=O, O. The product is COc1cc(OC(F)(F)F)ccc1-c1ccc2c(c1COc1cc(F)ccc1C)N(C)C(=O)C(C)(C)N2. As a reaction SMILES: [Br:1][c:2]1[cH:3][cH:4][c:5]2[c:10]([c:11]1[CH2:12][O:13][c:14]1[c:15]([CH3:21])[cH:16][cH:17][c:18]([F:20])[cH:19]1)[N:9]([CH3:22])[C:8](=[O:23])[C:7]([CH3:24])([CH3:25])[NH:6]2.[CH3:26][O:27][c:28]1[c:29]([B:39]([OH:40])[OH:41])[cH:30][cH:31][c:32]([O:34][C:35]([F:36])([F:37])[F:38])[cH:33]1.[CH3:42][CH2:43][O:44][C:45](=[O:46])[CH3:47].[CH3:49][N:50]([CH3:51])[CH:52]=[O:53].[OH2:48]>>[c:2]1(-[c:29]2[c:28]([O:27][CH3:26])[cH:33][c:32]([O:34][C:35]([F:36])([F:37])[F:38])[cH:31][cH:30]2)[cH:3][cH:4][c:5]2[c:10]([c:11]1[CH2:12][O:13][c:14]1[c:15]([CH3:21])[cH:16][cH:17][c:18]([F:20])[cH:19]1)[N:9]([CH3:22])[C:8](=[O:23])[C:7]([CH3:24])([CH3:25])[NH:6]2. Starting materials: FC(C1=C(CN2N=CC3=CC(=CC=C23)C=C2C(N=C(S2)SC)=O)C=CC(=C1)C(F)(F)F)(F)F (5-[1-(2,4-Bis-trifluoromethyl-benzyl)-1H-indazol-5-ylmethylene]-2-methylsulfanyl-thiazol-4-one), C(C)(C)(C)OC(N[C@H]1CNCCC1)=O (piperidin-3-(R)-yl-carbamic acid tert-butyl ester). Product: C(C)(C)(C)OC(NC1CN(CCC1)C=1SC(C(N1)=O)=CC=1C=C2C=NN(C2=CC1)CC1=C(C=C(C=C1)C(F)(F)F)C(F)(F)F)=O ((1-{5-[1-(2,4-Bis-trifluoromethyl-benzyl)-1H-indazol-5-ylmethylene]-4-oxo-4,5-dihydro-thiazol-2-yl}-piperidin-3-yl)-carbamic acid tert-butyl ester), N[C@H]1CN(CCC1)C=1SC(C(N1)=O)=CC=1C=C2C=NN(C2=CC1)CC1=C(C=C(C=C1)C(F)(F)F)C(F)(F)F (2-(3-(R)-Amino-piperidin-1-yl)-5-[1-(2,4-bis-trifluoromethyl-benzyl)-1H-indazol-5-ylmethylene]-thiazol-4-one). As a reaction SMILES: [F:1][C:2]([F:33])([F:32])[C:3]1[CH:27]=[C:26]([C:28]([F:31])([F:30])[F:29])[CH:25]=[CH:24][C:4]=1[CH2:5][N:6]1[C:14]2[C:9](=[CH:10][C:11]([CH:15]=[C:16]3[S:20][C:19](SC)=[N:18][C:17]3=[O:23])=[CH:12][CH:13]=2)[CH:8]=[N:7]1.[C:34]([O:38][C:39](=[O:47])[NH:40][C@@H:41]1[CH2:46][CH2:45][CH2:44][NH:43][CH2:42]1)([CH3:37])([CH3:36])[CH3:35]>>[C:34]([O:38][C:39](=[O:47])[NH:40][CH:41]1[CH2:46][CH2:45][CH2:44][N:43]([C:19]2[S:20][C:16](=[CH:15][C:11]3[CH:10]=[C:9]4[C:14](=[CH:13][CH:12]=3)[N:6]([CH2:5][C:4]3[CH:24]=[CH:25][C:26]([C:28]([F:30])([F:31])[F:29])=[CH:27][C:3]=3[C:2]([F:1])([F:33])[F:32])[N:7]=[CH:8]4)[C:17](=[O:23])[N:18]=2)[CH2:42]1)([CH3:37])([CH3:35])[CH3:36].[NH2:40][C@@H:41]1[CH2:46][CH2:45][CH2:44][N:43]([C:19]2[S:20][C:16](=[CH:15][C:11]3[CH:10]=[C:9]4[C:14](=[CH:13][CH:12]=3)[N:6]([CH2:5][C:4]3[CH:24]=[CH:25][C:26]([C:28]([F:29])([F:31])[F:30])=[CH:27][C:3]=3[C:2]([F:33])([F:32])[F:1])[N:7]=[CH:8]4)[C:17](=[O:23])[N:18]=2)[CH2:42]1. Procedure details: (1-{5-[1-(2,4-Bis-trifluoromethyl-benzyl)-1H-indazol-5-ylmethylene]-4-oxo-4,5-dihydro-thiazol-2-yl}-piperidin-3-yl)-carbamic acid tert-butyl ester was prepared prepared from 5-[1-(2,4-Bis-trifluoromethyl-benzyl)-1H-indazol-5-ylmethylene]-2-methylsulfanyl-thiazol-4-one and piperidin-3-(R)-yl-carbamic acid tert-butyl ester following General Procedure C. The compound was used directly following General Procedure H to provide 2-(3-(R)-Amino-piperidin-1-yl)-5-[1-(2,4-bis-trifluoromethyl-benzyl)-1H-in... Reactants: N1(C=NC=C1)CC1=C(NC2=CC=CC=C12)C(C)C (3-(Imidazol-1-ylmethyl)-2-isopropylindole), Cl (hydrogen chloride). Run in C(C)O (ethanol). Run at time 10 minute. Yields the product Cl.N1(C=NC=C1)CC1=C(NC2=CC=CC=C12)C(C)C (3-(imidazol-1-ylmethyl)-2-isopropylindole hydrochloride). Reaction SMILES: [N:1]1([CH2:6][C:7]2[C:15]3[C:10](=[CH:11][CH:12]=[CH:13][CH:14]=3)[NH:9][C:8]=2[CH:16]([CH3:18])[CH3:17])[CH:5]=[CH:4][N:3]=[CH:2]1.[ClH:19]>C(O)C>[ClH:19].[N:1]1([CH2:6][C:7]2[C:15]3[C:10](=[CH:11][CH:12]=[CH:13][CH:14]=3)[NH:9][C:8]=2[CH:16]([CH3:18])[CH3:17])[CH:5]=[CH:4][N:3]=[CH:2]1 |f:3.4|. Reported procedure: 3-(Imidazol-1-ylmethyl)-2-isopropylindole (250 mg.) was dissolved in the minimum amount of ethanol (1.5 ml.) necessary to effect said solution with the aid of gentle warming. The latter alcoholic solution was then added dropwise to ethereal hydrogen chloride (15 ml.) to give a clear solution, which was thereafter allowed to stand for 10 minutes so as to permit precipitation of the desired hydrogen chloride acid addition salt to occur. The latter salt was recovered by means of suction filtration ... Starting materials: Brc1ccc(OCCN2CCCC2)c(COCc2ccccc2)c1, COc1cc(C(=O)c2c(N(C)C)sc3cc(OCc4ccccc4)ccc23)ccc1CN1CCOCC1. Product: COc1cc(C(=O)c2c(-c3ccc(OCCN4CCCC4)c(COCc4ccccc4)c3)sc3cc(OCc4ccccc4)ccc23)ccc1CN1CCOCC1. RXN SMILES: [CH2:38]([c:39]1[cH:40][cH:41][cH:42][cH:43][cH:44]1)[O:45][CH2:46][c:47]1[c:48]([O:49][CH2:50][CH2:51][N:52]2[CH2:53][CH2:54][CH2:55][CH2:56]2)[cH:57][cH:58][c:59]([Br:61])[cH:60]1.[CH3:1][O:2][c:3]1[cH:4][c:5]([C:16](=[O:17])[c:18]2[c:19]3[c:20]([s:21][c:22]2[N:23]([CH3:24])[CH3:25])[cH:26][c:27]([O:30][CH2:31][c:32]2[cH:33][cH:34][cH:35][cH:36][cH:37]2)[cH:28][cH:29]3)[cH:6][cH:7][c:8]1[CH2:9][N:10]1[CH2:11][CH2:12][O:13][CH2:14][CH2:15]1>>[CH3:1][O:2][c:3]1[cH:4][c:5]([C:16](=[O:17])[c:18]2[c:19]3[c:20]([s:21][c:22]2-[c:59]2[cH:58][cH:57][c:48]([O:49][CH2:50][CH2:51][N:52]4[CH2:53][CH2:54][CH2:55][CH2:56]4)[c:47]([CH2:46][O:45][CH2:38][c:39]4[cH:40][cH:41][cH:42][cH:43][cH:44]4)[cH:60]2)[cH:26][c:27]([O:30][CH2:31][c:32]2[cH:33][cH:34][cH:35][cH:36][cH:37]2)[cH:28][cH:29]3)[cH:6][cH:7][c:8]1[CH2:9][N:10]1[CH2:11][CH2:12][O:13][CH2:14][CH2:15]1. Starting materials: Cc1ccccc1, Nc1c(C(=O)c2cccc(O)c2)cnn1-c1ccc(F)cc1, c1ccc(P(c2ccccc2)c2ccccc2)cc1, OCc1ccccn1. The product is Nc1c(C(=O)c2cccc(OCc3ccccn3)c2)cnn1-c1ccc(F)cc1. RXN SMILES: [CH3:50][c:51]1[cH:52][cH:53][cH:54][cH:55][cH:56]1.[NH2:1][c:2]1[c:3]([C:14]([c:15]2[cH:16][c:17]([OH:21])[cH:18][cH:19][cH:20]2)=[O:22])[cH:4][n:5][n:6]1-[c:7]1[cH:8][cH:9][c:10]([F:13])[cH:11][cH:12]1.[c:31]1([P:32]([c:33]2[cH:34][cH:35][cH:36][cH:37][cH:38]2)[c:39]2[cH:40][cH:41][cH:42][cH:43][cH:44]2)[cH:45][cH:46][cH:47][cH:48][cH:49]1.[n:23]1[c:24]([CH2:29][OH:30])[cH:25][cH:26][cH:27][cH:28]1>>[NH2:1][c:2]1[c:3]([C:14]([c:15]2[cH:16][c:17]([O:21][CH2:29][c:24]3[n:23][cH:28][cH:27][cH:26][cH:25]3)[cH:18][cH:19][cH:20]2)=[O:22])[cH:4][n:5][n:6]1-[c:7]1[cH:8][cH:9][c:10]([F:13])[cH:11][cH:12]1.